describe an organic reaction: reactants, conditions, products, and yield From a dataset of the Open Reaction Database (ORD), a public repository of structured organic reaction records. Starting materials: C(#N)C1=NC=CC(=C1)C1=NC(=C(C(=N1)NS(=O)(=O)C1=NC=C(C=C1)C)OC1=C(C=CC=C1)OC)OC (5-methyl-pyridine-2-sulfonic acid [2-(2-cyano-pyridin-4-yl)-6-methoxy-5-(2-methoxy-phenoxy)-pyrimidin-4-yl]-amide), product, [OH-].[Na+] (NaOH). The solvent is CCO (EtOH). Run at temperature 0 celsius. The product is COC1=NC(=NC(=C1OC1=C(C=CC=C1)OC)NS(=O)(=O)C1=NC=C(C=C1)C)C1=CC(=NC=C1)C(=O)N (4-[4-methoxy-5-(2-methoxy-phenoxy)-6-(5-methyl-pyridine-2-sulfonylamino)-pyrimidin-2-yl]-pyridine-2-carboxylic acid amide). Reaction SMILES: [C:1]([C:3]1[CH:8]=[C:7]([C:9]2[N:14]=[C:13]([NH:15][S:16]([C:19]3[CH:24]=[CH:23][C:22]([CH3:25])=[CH:21][N:20]=3)(=[O:18])=[O:17])[C:12]([O:26][C:27]3[CH:32]=[CH:31][CH:30]=[CH:29][C:28]=3[O:33][CH3:34])=[C:11]([O:35][CH3:36])[N:10]=2)[CH:6]=[CH:5][N:4]=1)#[N:2].[OH-:37].[Na+]>CCO>[CH3:36][O:35][C:11]1[C:12]([O:26][C:27]2[CH:32]=[CH:31][CH:30]=[CH:29][C:28]=2[O:33][CH3:34])=[C:13]([NH:15][S:16]([C:19]2[CH:24]=[CH:23][C:22]([CH3:25])=[CH:21][N:20]=2)(=[O:18])=[O:17])[N:14]=[C:9]([C:7]2[CH:6]=[CH:5][N:4]=[C:3]([C:1]([NH2:2])=[O:37])[CH:8]=2)[N:10]=1 |f:1.2|. Procedure details: 0.356 g of 5-methyl-pyridine-2-sulfonic acid [2-(2-cyano-pyridin-4-yl)-6-methoxy-5-(2-methoxy-phenoxy)-pyrimidin-4-yl]-amide, product of example 19, dissolved in EtOH (5 ml) were treated at RT with 2N NaOH (0.7 ml) and the solution was refluxed for 30 minutes until the transformation was complete according to TLC analysis. The reaction mixture was cooled to 0° C., the pH adjusted to pH=1. The crystalline solid was filtered off, washed with water and dried in a high vacuum to provide the desired ...